From a dataset of the Open Reaction Database (ORD), a public repository of structured organic reaction records. describe an organic reaction: reactants, conditions, products, and yield Reactants: CCOC(=O)CC#N, C=C(CCCOS(C)(=O)=O)c1ccc(C(=O)OC)cc1, [Cl-], [H-], [H][H], [NH4+], [Na+], C1CCOC1. Yields the product C=C(CCCC(C#N)C(=O)OCC)c1ccc(C(=O)OC)cc1. As a reaction SMILES: [C:3](#[N:4])[CH2:5][C:6](=[O:7])[O:8][CH2:9][CH3:10].[CH3:13][S:14]([O:15][CH2:18][CH2:19][CH2:20][C:21](=[CH2:22])[c:23]1[cH:24][cH:25][c:26]([C:27](=[O:28])[O:29][CH3:30])[cH:31][cH:32]1)(=[O:16])=[O:17].[Cl-:33].[H-:1].[H:11][H:12].[NH4+:34].[Na+:2].[O:35]1[CH2:36][CH2:37][CH2:38][CH2:39]1>>[C:3](#[N:4])[CH:5]([C:6](=[O:7])[O:8][CH2:9][CH3:10])[CH2:18][CH2:19][CH2:20][C:21](=[CH2:22])[c:23]1[cH:24][cH:25][c:26]([C:27](=[O:28])[O:29][CH3:30])[cH:31][cH:32]1. Starting materials: BrC1=CN=C2C(=N1)N(C(N2)=O)CC2NC(CC2)=O (6-Bromo-1-((5-oxopyrrolidin-2-yl)methyl)-1H-imidazo[4,5-b]pyrazin-2(3H)-one), BrC=1C(=NC=C(N1)Br)N (3,5-Dibromopyrazin-2-amine), Cl.NCC1CCC(N1)=O (5-(aminomethyl)pyrrolidin-2-one hydrochloride), C(C)(C)N(CC)C(C)C (diisopropylethylamine). The solvent is CS(=O)C (dimethylsulfoxide). Yields the product NC=1C(=NC(=CN1)Br)NCC1CCC(N1)=O (5-((3-amino-6-bromopyrazin-2-ylamino)methyl)pyrrolidin-2-one). Reaction SMILES: [Br:1][C:2]1[N:7]=[C:6]2[N:8]([CH2:12][CH:13]3[CH2:17][CH2:16][C:15](=[O:18])[NH:14]3)C(=O)[NH:10][C:5]2=[N:4][CH:3]=1.BrC1C(N)=NC=C(Br)N=1.Cl.NCC1NC(=O)CC1.C(N(C(C)C)CC)(C)C>CS(C)=O>[NH2:10][C:5]1[C:6]([NH:8][CH2:12][CH:13]2[NH:14][C:15](=[O:18])[CH2:16][CH2:17]2)=[N:7][C:2]([Br:1])=[CH:3][N:4]=1 |f:2.3|. Procedure: 6-Bromo-1-((5-oxopyrrolidin-2-yl)methyl)-1H-imidazo[4,5-b]pyrazin-2(3H)-one. 3,5-Dibromopyrazin-2-amine (253 mg, 1 mmol), 5-(aminomethyl)pyrrolidin-2-one hydrochloride (150 mg, 1 mmol), diisopropylethylamine (0.5 mL), and dimethylsulfoxide (2 mL) were heated in a Biotage Emrys Optimizer microwave reactor at 150° C. for 2 h to afford crude 5-((3-amino-6-bromopyrazin-2-ylamino)methyl)pyrrolidin-2-one. MS (ESI) m/z 286.0 [M]+, 288.0 [M+2] +. 1,1′-Carbonyldiimidazole (243 mg, 1.5 mmol) was added to ... Reactants: amine, N1C(=NC2=C1C=CC=C2)CN(CCCNC(=O)C=2N=CC1=CC=CC=C1C2)C2CCCC=1C=CC=NC21 (Isoquinoline-3-carboxylic acid {3-[(1H-benzimidazol-2-ylmethyl)-(5,6,7,8-tetrahydro-quinolin-8-yl)-amino]-propyl}-amide), C(C)(=O)O (acetic acid). Run at time 30 minute. Product: N1C(=NC2=C1C=CC=C2)CN(CCCNC(C2=CN=C(C=C2)O)=O)C2CCCC=1C=CC=NC21 (N-{3-[(1H-benzoimidazol-2-ylmethyl)-(5,6,7,8-tetrahydro-quinolin-8-yl)-amino]-propyl}-6-hydroxy-nicotinamide). As a reaction SMILES: [NH:1]1[C:5]2[CH:6]=[CH:7][CH:8]=[CH:9][C:4]=2[N:3]=[C:2]1[CH2:10][N:11]([CH:28]1[C:37]2[N:36]=[CH:35][CH:34]=[CH:33][C:32]=2[CH2:31][CH2:30][CH2:29]1)[CH2:12][CH2:13][CH2:14][NH:15][C:16](C1N=CC2C(C=1)=CC=CC=2)=[O:17].[C:38]([OH:41])(=O)[CH3:39]>>[NH:3]1[C:4]2[CH:9]=[CH:8][CH:7]=[CH:6][C:5]=2[N:1]=[C:2]1[CH2:10][N:11]([CH:28]1[C:37]2[N:36]=[CH:35][CH:34]=[CH:33][C:32]=2[CH2:31][CH2:30][CH2:29]1)[CH2:12][CH2:13][CH2:14][NH:15][C:16](=[O:17])[C:4]1[CH:9]=[CH:39][C:38]([OH:41])=[N:1][CH:5]=1. Procedure details: To a solution of the above amine (63 mg, 0.14 mmol) in acetic acid (2 mL) was added hydrobromide saturated acetic acid (2 mL). The reaction mixture was stirred for 30 minutes. Then it was triturated with diethyl ether four times to afford the title compound as a white solid (80 mg), which was dried in vacuo. 1H NMR (D2O) δ 1.81-2.01 (m, 4H), 2.16-2.20 (m, 1H), 2.37-2.41 (m, 1H), 2.50-2.59 (m, 1H), 2.87-2.92 (m, 1H), 3.00 (br s, 2H), 3.11-3.16 (m, 1H), 3.37-3.42 (m, 1H), 3.53 (q, 1H, J=6.0 Hz), 4... Conditions: time 7.5 minute. Procedure: To produce transgenic oilseed rape plants binary vectors in Agrobacterium tumefaciens C58C1-pGV2260 or Escherichia coli were used (Deblaere et al, 1984, Nucl. Acids. Res. 13, 4777-4788). For transforming oilseed rape plants (var. Drakkar, NPZ Nordeutsche Pflanzenzucht, Hohenlieth. Germany) a 1:50 dilution of an overnight culture of a positively transformed agrobacteria colony in Murashige-Skoog medium (Murashige and Skoog 1962 Physiol. Plant. 15, 473) containing 3% of saccharose (3MS medium) was... Reaction SMILES: C(O)[C@H]1O[C@H]([O:8][C@:9]2(CO)[O:13][C@H:12](CO)[C@@H:11](O)[C@@H:10]2O)[C@H](O)[C@@H](O)[C@@H]1O.[CH3:24][C:25](OCC1CS[C@@H]2[C@H](NC(/C(/C3N=C(N)SC=3)=N\OC)=O)C(=O)N2C=1C([O-])=O)=O.[Na+].[CH2:55]1[C@H:60](N)[C@@H:59](O[C@H]2O[C@H](CN)[C@@H](O)[C@H](O)[C@H]2O)[C@H:58](O)[C@@H:57](O[C@H]2O[C@H](CO)[C@@H](O)[C@H](N)[C@H]2O)[C@@H:56]1[NH2:87].C(NC1N=C2C(NC=N2)=CN=1)C1C=CC=CC=1.O=C[C@@H]([C@H]([C@@H]([C@@H](CO)O)O)O)O>>[NH:87]1[C:56]2[C:57](=[CH:58][CH:59]=[CH:60][CH:55]=2)[CH:25]=[C:24]1[CH:10]([CH2:11][CH3:12])[C:9]([OH:8])=[O:13] |f:1.2|. Product: N1C(=CC2=CC=CC=C12)C(C(=O)O)CC (2-indolylbutyric acid). Reactants: C([C@@H]1[C@H]([C@@H]([C@H]([C@H](O1)O[C@]2([C@H]([C@@H]([C@H](O2)CO)O)O)CO)O)O)O)O (saccharose), CC(=O)OCC1=C(N2[C@@H]([C@@H](C2=O)NC(=O)/C(=N\OC)/C3=CSC(=N3)N)SC1)C(=O)[O-].[Na+] (Claforan), C1[C@H]([C@@H]([C@H]([C@@H]([C@H]1N)O[C@@H]2[C@@H]([C@H]([C@@H]([C@H](O2)CN)O)O)O)O)O[C@@H]3[C@@H]([C@H]([C@@H]([C@H](O3)CO)O)N)O)N (kanamycin), C(C1=CC=CC=C1)NC1=NC=C2NC=NC2=N1 (benzylaminopurine), O=C[C@H](O)[C@@H](O)[C@H](O)[C@H](O)CO (glucose), C([C@@H]1[C@H]([C@@H]([C@H]([C@H](O1)O[C@]2([C@H]([C@@H]([C@H](O2)CO)O)O)CO)O)O)O)O (saccharose), CC(=O)OCC1=C(N2[C@@H]([C@@H](C2=O)NC(=O)/C(=N\OC)/C3=CSC(=N3)N)SC1)C(=O)[O-].[Na+] (Claforan). The reactants are CC(=O)O, CS(C)=O, CCOC(C)=O, NNC(=O)c1ccc(O)c(Cl)c1, O=Cc1ccc(O)c2ccccc12. The product is O=C(NN=Cc1ccc(O)c2ccccc12)c1ccc(O)c(Cl)c1. Reaction SMILES: [CH3:26][C:27](=[O:28])[OH:29].[CH3:30][S:31]([CH3:32])=[O:33].[CH3:34][CH2:35][O:36][C:37](=[O:38])[CH3:39].[Cl:1][c:2]1[cH:3][c:4]([C:5](=[O:6])[NH:7][NH2:8])[cH:9][cH:10][c:11]1[OH:12].[OH:13][c:14]1[cH:15][cH:16][c:17]([CH:24]=[O:25])[c:18]2[cH:19][cH:20][cH:21][cH:22][c:23]12>>[Cl:1][c:2]1[cH:3][c:4]([C:5](=[O:6])[NH:7][N:8]=[CH:24][c:17]2[cH:16][cH:15][c:14]([OH:13])[c:23]3[c:18]2[cH:19][cH:20][cH:21][cH:22]3)[cH:9][cH:10][c:11]1[OH:12]. The product is C(C)(=O)C=1C=CC2=C(C(C=3C(=NC(=C(C3)C(=O)OCC)N)O2)=O)C1 (ethyl 7-acetyl-2-amino-5-oxo-5H-[1]benzopyrano[2,3-b]pyridine-3-carboxylate). As a reaction SMILES: [C:1]([C:4]1[CH:5]=[CH:6][C:7]2[O:12][CH:11]=[C:10]([C:13]#N)[C:9](=[O:15])[C:8]=2[CH:16]=1)(=[O:3])[CH3:2].[C:17]([CH2:19][C:20]([O:22][CH2:23][CH3:24])=[O:21])#[N:18].[NH:25]1CCCCC1>C(O)C>[C:1]([C:4]1[CH:5]=[CH:6][C:7]2[O:12][C:11]3=[N:18][C:17]([NH2:25])=[C:19]([C:20]([O:22][CH2:23][CH3:24])=[O:21])[CH:13]=[C:10]3[C:9](=[O:15])[C:8]=2[CH:16]=1)(=[O:3])[CH3:2]. Reactants: C(C)(=O)C=1C=CC2=C(C(C(=CO2)C#N)=O)C1 (6-acetyl-4-oxo-4H-1-benzopyran-3-carbonitrile), C(#N)CC(=O)OCC (ethyl cyanoacetate), N1CCCCC1 (piperidine). The solvent is C(C)O (ethanol). Procedure details: In ethanol (800 ml) was suspended 6-acetyl-4-oxo-4H-1-benzopyran-3-carbonitrile (32 g). To the suspension were added ethyl cyanoacetate (23.9 ml) and piperidine (23.7 ml). The mixture was refluxed for one hour, then cooled to room temperature. The resulting crystals were collected by filtration, washed with ethanol, then with acetone, followed by drying to give ethyl 7-acetyl-2-amino-5-oxo-5H-[1]benzopyrano[2,3-b]pyridine-3-carboxylate as yellow crystals (46.3 g). Melting point: >300° C. Reactants: C(C1=CC=C(C=C1)NC#N)C1=CC=C(C=C1)NC#N (4,4'-methylene-bis-(phenylcyanamide)), C(C)(=O)OC(C)=O (acetic anhydride), C(C)OCC (diethyl ether). Product: C(C1=CC=C(C=C1)N(C#N)C(C)=O)C1=CC=C(C=C1)N(C#N)C(C)=O (4,4'-Methylene-bis-(N-acetyl-phenylcyanamide)). RXN SMILES: [CH2:1]([C:11]1[CH:16]=[CH:15][C:14]([NH:17][C:18]#[N:19])=[CH:13][CH:12]=1)[C:2]1[CH:7]=[CH:6][C:5]([NH:8][C:9]#[N:10])=[CH:4][CH:3]=1.[C:20](OC(=O)C)(=[O:22])[CH3:21].[CH2:27]([O:29]CC)[CH3:28]>>[CH2:1]([C:2]1[CH:7]=[CH:6][C:5]([N:8]([C:27](=[O:29])[CH3:28])[C:9]#[N:10])=[CH:4][CH:3]=1)[C:11]1[CH:16]=[CH:15][C:14]([N:17]([C:20](=[O:22])[CH3:21])[C:18]#[N:19])=[CH:13][CH:12]=1. Procedure details: 124.1 g (0.5 mol) of 4,4'-methylene-bis-(phenylcyanamide) and 510.5 g (1.0 mol+400% excess) of acetic anhydride are reacted at 73°-83° C. for 4 hours and 10 minutes, 465 ml of diethyl ether are then added and the mixture is cooled. The suspension is filtered with suction and the residue is dried at 50° C. in vacuo to give 139.6 g (84.0% of theory) of a crystalline product which, after recrystallisation from toluene, has a melting point of 134°-136° C.